This data is from the Open Reaction Database (ORD), a public repository of structured organic reaction records. The task is: describe an organic reaction: reactants, conditions, products, and yield The product is Nc1cc(COc2cccc(Br)c2)ccc1Sc1ccc(O)cc1. The reactants are O=[N+]([O-])c1cc(COc2cccc(Br)c2)ccc1Sc1ccc(O)cc1, CCO, [Cl-], [Fe], [NH4+], C1CCOC1, O. RXN SMILES: [Br:1][c:2]1[cH:3][c:4]([O:5][CH2:6][c:7]2[cH:8][c:9]([N+:21]([O-:22])=[O:23])[c:10]([S:13][c:14]3[cH:15][cH:16][c:17]([OH:20])[cH:18][cH:19]3)[cH:11][cH:12]2)[cH:24][cH:25][cH:26]1.[CH3:35][CH2:36][OH:37].[Cl-:27].[Fe:38].[NH4+:28].[O:29]1[CH2:30][CH2:31][CH2:32][CH2:33]1.[OH2:34]>>[Br:1][c:2]1[cH:3][c:4]([O:5][CH2:6][c:7]2[cH:8][c:9]([NH2:21])[c:10]([S:13][c:14]3[cH:15][cH:16][c:17]([OH:20])[cH:18][cH:19]3)[cH:11][cH:12]2)[cH:24][cH:25][cH:26]1. Starting materials: CN1CCc2cc(Nc3nc(Br)cn(C)c3=O)ccc2C1, CC(=O)OCc1c(B2OC(C)(C)C(C)(C)O2)cc(F)cc1N1CCc2c(sc3c2CC(C)(C)C3)C1=O, CC#N, [K+], [K+], [K+], O, O=P([O-])([O-])[O-]. Product: CC(=O)OCc1c(-c2cn(C)c(=O)c(Nc3ccc4c(c3)CCN(C)C4)n2)cc(F)cc1N1CCc2c(sc3c2CC(C)(C)C3)C1=O. Reaction SMILES: [Br:37][c:38]1[n:39][c:40]([NH:46][c:47]2[cH:48][c:49]3[c:54]([cH:55][cH:56]2)[CH2:53][N:52]([CH3:57])[CH2:51][CH2:50]3)[c:41](=[O:45])[n:42]([CH3:44])[cH:43]1.[C:1]([CH3:2])(=[O:3])[O:4][CH2:5][c:6]1[c:7]([N:22]2[C:23](=[O:36])[c:24]3[s:25][c:26]4[c:30]([c:31]3[CH2:32][CH2:33]2)[CH2:29][C:28]([CH3:34])([CH3:35])[CH2:27]4)[cH:8][c:9]([F:21])[cH:10][c:11]1[B:12]1[O:13][C:14]([CH3:15])([CH3:16])[C:17]([CH3:18])([CH3:19])[O:20]1.[CH3:66][C:67]#[N:68].[K+:63].[K+:64].[K+:65].[OH2:69].[P:58]([O-:59])([O-:60])([O-:61])=[O:62]>>[C:1]([CH3:2])(=[O:3])[O:4][CH2:5][c:6]1[c:7]([N:22]2[C:23](=[O:36])[c:24]3[s:25][c:26]4[c:30]([c:31]3[CH2:32][CH2:33]2)[CH2:29][C:28]([CH3:34])([CH3:35])[CH2:27]4)[cH:8][c:9]([F:21])[cH:10][c:11]1-[c:38]1[n:39][c:40]([NH:46][c:47]2[cH:48][c:49]3[c:54]([cH:55][cH:56]2)[CH2:53][N:52]([CH3:57])[CH2:51][CH2:50]3)[c:41](=[O:45])[n:42]([CH3:44])[cH:43]1. Reactants: COC1=C(C=C2CCC(C2=C1)=O)N1CCOCC1 (6-methoxy-5-morpholino-2,3-dihydro-1H-inden-1-one), FC(C(C(F)(F)F)(O)C1=CC=CC(=N1)C=O)(F)F (6-(1,1,1,3,3,3-hexafluoro-2-hydroxypropan-2-yl)picolinaldehyde), [OH-].[Na+] (NaOH). Solvent: CO.O (MeOH H2O), C(Cl)(Cl)Cl (chloroform). Run at time 6 hour. Yields the product FC(C(C(F)(F)F)(O)C1=CC=CC(=N1)\C=C/1\C(C2=CC(=C(C=C2C1)N1CCOCC1)OC)=O)(F)F ((E)-2-((6-(1,1,1,3,3,3-hexafluoro-2-hydroxypropan-2-yl)pyridin-2-yl)methylene)-6-methoxy-5-morpholino-2,3-dihydro-1H-inden-1-one). Reaction SMILES: [CH3:1][O:2][C:3]1[CH:11]=[C:10]2[C:6]([CH2:7][CH2:8][C:9]2=[O:12])=[CH:5][C:4]=1[N:13]1[CH2:18][CH2:17][O:16][CH2:15][CH2:14]1.[F:19][C:20]([F:36])([F:35])[C:21]([C:27]1[N:32]=[C:31]([CH:33]=O)[CH:30]=[CH:29][CH:28]=1)([OH:26])[C:22]([F:25])([F:24])[F:23].[OH-].[Na+]>CO.O.C(Cl)(Cl)Cl>[F:25][C:22]([F:23])([F:24])[C:21]([C:27]1[N:32]=[C:31](/[CH:33]=[C:8]2/[C:9](=[O:12])[C:10]3[C:6]([CH2:7]/2)=[CH:5][C:4]([N:13]2[CH2:14][CH2:15][O:16][CH2:17][CH2:18]2)=[C:3]([O:2][CH3:1])[CH:11]=3)[CH:30]=[CH:29][CH:28]=1)([OH:26])[C:20]([F:36])([F:35])[F:19] |f:2.3,4.5|. Procedure details: To a solution of 13 (0.1 g, 0.40 mmol)) in MeOH/H2O (1:1) was added 6-(1,1,1,3,3,3-hexafluoro-2-hydroxypropan-2-yl)picolinaldehyde 262 (0.132 g, 0.485 mmol), NaOH (0.032 g, 0.80 mmol), and the reaction stirred at RT for 6 h. The reaction mass was diluted with chloroform and washed with water (3×25 ml). The organic layer was dried over sodium sulphate and concentrated to get the crude, which was purified through flash chromatography by using 100-200 mesh silica gel. The compound 265 was eluted at... Reactants: N1C=CC=2C(=CC=CC12)C(=O)O (1H-indole-4-carboxylic acid), C(CCC)[Li] (n-butyllithium), CCCCCC (hexane), C(CCC)N(C(=O)Cl)CCCC (dibutyl carbamyl chloride). Solvent: O1CCCC1 (tetrahydrofuran). Run at time 30 minute. Yields the product C(CCC)N(C(=O)N1C=CC=2C(=CC=CC12)C(=O)O)CCCC (1-dibutylcarbamoyl-1H-indole-4-carboxylic acid). Reaction SMILES: [NH:1]1[C:9]2[CH:8]=[CH:7][CH:6]=[C:5]([C:10]([OH:12])=[O:11])[C:4]=2[CH:3]=[CH:2]1.C([Li])CCC.CCCCCC.[CH2:24]([N:28]([CH2:32][CH2:33][CH2:34][CH3:35])[C:29](Cl)=[O:30])[CH2:25][CH2:26][CH3:27]>O1CCCC1>[CH2:24]([N:28]([CH2:32][CH2:33][CH2:34][CH3:35])[C:29]([N:1]1[C:9]2[CH:8]=[CH:7][CH:6]=[C:5]([C:10]([OH:12])=[O:11])[C:4]=2[CH:3]=[CH:2]1)=[O:30])[CH2:25][CH2:26][CH3:27]. Procedure: To 1H-Indole-4-carboxylic acid (611, 251 mg, 1.56 mmol) in tetrahydrofuran (3 mL), was added 2.5M n-butyllithium in hexane (1.28 mL, 3.19 mmol) at −78° C. After 30 minutes, dibutyl carbamyl chloride (657 mg, 3.43 mmol) was added and stirred for two hours. The reaction solution was quenched with 1M HCl (aq.) and extracted with ethyl acetate. The organic layer was washed with brine, dried over anhydrous magnesium sulfate, filtrated and concentrated. The desired compound was isolated with silica ge... Reactants: CC=1N=NC=CC1C=1C(=NN2C1C=CC=C2)C2=CC=CC=C2 (3-(3-methylpyridazin-4-yl)-2-phenylpyrazolo[1,5-a]pyridine), Cl (hydrogen chloride). The solvent is C(C)O (ethanol). Product: Cl.CC=1N=NC=CC1C=1C(=NN2C1C=CC=C2)C2=CC=CC=C2 (3-(3-methylpyridazin-4-yl)-2-phenylpyrazolo[1,5-a]pyridine hydrochloride). RXN SMILES: [CH3:1][C:2]1[N:3]=[N:4][CH:5]=[CH:6][C:7]=1[C:8]1[C:9]([C:17]2[CH:22]=[CH:21][CH:20]=[CH:19][CH:18]=2)=[N:10][N:11]2[CH:16]=[CH:15][CH:14]=[CH:13][C:12]=12.[ClH:23]>C(O)C>[ClH:23].[CH3:1][C:2]1[N:3]=[N:4][CH:5]=[CH:6][C:7]=1[C:8]1[C:9]([C:17]2[CH:22]=[CH:21][CH:20]=[CH:19][CH:18]=2)=[N:10][N:11]2[CH:16]=[CH:15][CH:14]=[CH:13][C:12]=12 |f:3.4|. Procedure details: To a ethanol (21 ml) solution of 3-(3-methylpyridazin-4-yl)-2-phenylpyrazolo[1,5-a]pyridine (0.42 g) was added 20 W/V % ethanolic hydrogen chloride solution at room temperature, and stirred for an hour. The precipitates were collected by filtration to give 3-(3-methylpyridazin-4-yl)-2-phenylpyrazolo[1,5-a]pyridine hydrochloride (0.23 g). Reactants: Cc1ccc(S(=O)(=O)N(CCBr)OCc2ccccc2)cc1, CCOC(C)=O, CC(C)OC(C)C, O, CCOP(OCC)OCC. Product: CCOP(=O)(CCN(OCc1ccccc1)S(=O)(=O)c1ccc(C)cc1)OCC. RXN SMILES: [CH2:1]([c:2]1[cH:3][cH:4][cH:5][cH:6][cH:7]1)[O:8][N:9]([S:10](=[O:11])(=[O:12])[c:13]1[cH:14][cH:15][c:16]([CH3:19])[cH:17][cH:18]1)[CH2:20][CH2:21][Br:22].[CH3:33][CH2:34][O:35][C:36](=[O:37])[CH3:38].[CH:39]([O:40][CH:41]([CH3:42])[CH3:43])([CH3:44])[CH3:45].[OH2:46].[P:23]([O:24][CH2:25][CH3:26])([O:27][CH2:28][CH3:29])[O:30][CH2:31][CH3:32]>>[CH2:1]([c:2]1[cH:3][cH:4][cH:5][cH:6][cH:7]1)[O:8][N:9]([S:10](=[O:11])(=[O:12])[c:13]1[cH:14][cH:15][c:16]([CH3:19])[cH:17][cH:18]1)[CH2:20][CH2:21][P:23]([O:24][CH2:25][CH3:26])([O:27][CH2:28][CH3:29])=[O:30].